Dataset: the Open Reaction Database (ORD), a public repository of structured organic reaction records. Task: describe an organic reaction: reactants, conditions, products, and yield Starting materials: C[Si](C)(C)C#C (Trimethylsilylacetylene), C1(=CC=CC=C1)N=[N+]=[N-] (phenylazide), O[C@@H](CO)[C@H]1OC(C(=C1[O-])O)=O.[Na+] (sodium (R)-2-((S)-1,2-dihydroxyethyl)-4-hydroxy-5-oxo-2,5-dihydrofuran-3-olate), O (water). The reagents and catalysts are S(=O)(=O)([O-])[O-].[Cu+2] (copper (II) sulfate). The solvent is C(CCC)O (butan-1-ol). Reaction conditions: time 4 day. Yields the product C1(=CC=CC=C1)N1N=NC(=C1)C[Si](C)(C)C (1-phenyl-4-((trimethylsilyl)methyl)-1H-1,2,3-triazole). Reaction SMILES: [CH3:1][Si:2]([C:5]#[CH:6])([CH3:4])[CH3:3].[C:7]1([N:13]=[N+:14]=[N-:15])[CH:12]=[CH:11][CH:10]=[CH:9][CH:8]=1.O[C@H:17]([C@@H]1C([O-])=C(O)C(=O)O1)CO.[Na+].O>S([O-])([O-])(=O)=O.[Cu+2].C(O)CCC>[C:7]1([N:13]2[CH:17]=[C:6]([CH2:5][Si:2]([CH3:4])([CH3:3])[CH3:1])[N:15]=[N:14]2)[CH:12]=[CH:11][CH:10]=[CH:9][CH:8]=1 |f:2.3,5.6|. Procedure: Trimethylsilylacetylene, phenylazide, copper (II) sulfate and sodium (R)-2-((S)-1,2-dihydroxyethyl)-4-hydroxy-5-oxo-2,5-dihydrofuran-3-olate were added to a 1:2 solution of water:butan-1-ol. The reaction was stirred for 4 days and t-butanol and water were removed, producing a 1-phenyl-4-((trimethylsilyl)methyl)-1H-1,2,3-triazole solid. Starting materials: CC(C)(C)OC(=O)C(C)(C)Sc1nc(CC(=O)O)cs1, CCN=C=NCCCN(C)C, CN(C)c1ccncc1, ClCCl, Nc1ccc(Br)cn1. Product: CC(C)(C)OC(=O)C(C)(C)Sc1nc(CC(=O)Nc2ccc(Br)cn2)cs1. Reaction SMILES: [C:1]([CH3:2])([CH3:3])([CH3:4])[O:5][C:6]([C:7]([CH3:8])([CH3:9])[S:10][c:11]1[s:12][cH:13][c:14]([CH2:16][C:17](=[O:18])[OH:19])[n:15]1)=[O:20].[CH3:29][N:30]([CH3:31])[CH2:32][CH2:33][CH2:34][N:35]=[C:36]=[N:37][CH2:38][CH3:39].[CH3:43][N:44]([CH3:45])[c:46]1[cH:47][cH:48][n:49][cH:50][cH:51]1.[Cl:40][CH2:41][Cl:42].[NH2:21][c:22]1[n:23][cH:24][c:25]([Br:28])[cH:26][cH:27]1>>[C:1]([CH3:2])([CH3:3])([CH3:4])[O:5][C:6]([C:7]([CH3:8])([CH3:9])[S:10][c:11]1[s:12][cH:13][c:14]([CH2:16][C:17](=[O:19])[NH:21][c:22]2[n:23][cH:24][c:25]([Br:28])[cH:26][cH:27]2)[n:15]1)=[O:20]. Solvent: FC(C(=O)O)(F)F (trifluoroacetic acid). Yields the product ClC1=C(C(=CC=C1)Cl)N1C(NCC2=C(C=C(C=C12)OC)Br)=O (1-(2,6-dichlorophenyl)-5-bromo-7-methoxy-3,4-dihydro-2(1H)-quinazolinone). Reaction SMILES: [Cl:1][C:2]1[CH:7]=[CH:6][CH:5]=[C:4]([Cl:8])[C:3]=1[N:9]1[C:18]2[C:13](=[C:14]([Br:21])[CH:15]=[C:16]([O:19][CH3:20])[CH:17]=2)[CH2:12][N:11](CC2C=CC(OC)=CC=2)[C:10]1=[O:31].C1(OC)C=CC=CC=1>FC(F)(F)C(O)=O>[Cl:1][C:2]1[CH:7]=[CH:6][CH:5]=[C:4]([Cl:8])[C:3]=1[N:9]1[C:18]2[C:13](=[C:14]([Br:21])[CH:15]=[C:16]([O:19][CH3:20])[CH:17]=2)[CH2:12][NH:11][C:10]1=[O:31]. Procedure: A solution of 1-(2,6-dichlorophenyl)-3-(4-methoxyphenyl)methyl-5-bromo-7-methoxy-3,4-dihydro-2(1H)-quinazolinone (30.91 g, 0.0592 mol) (INTERMEDIATE 22) and anisole (28 ml, 0.258 mol) in 350 mL trifluoroacetic acid under a nitrogen atmosphere was refluxed for 2 h. The solution was cooled to RT and concentrated. The residue was partitioned between 500 mL NaHCO3 and 500 mL EtOAc. The organic phase was washed with water (500 mL) and brine (500 mL) and concentrated. The NaHCO3 and brine phases conta... Reactants: ClC1=C(C(=CC=C1)Cl)N1C(N(CC2=C(C=C(C=C12)OC)Br)CC1=CC=C(C=C1)OC)=O (1-(2,6-dichlorophenyl)-3-(4-methoxyphenyl)methyl-5-bromo-7-methoxy-3,4-dihydro-2(1H)-quinazolinone), ClC1=C(C(=CC=C1)Cl)N1C(N(CC2=C(C=C(C=C12)OC)Br)CC1=CC=C(C=C1)OC)=O (1-(2,6-dichlorophenyl)-3-(4-methoxyphenyl)methyl-5-bromo-7-methoxy-3,4-dihydro-2(1H)-quinazolinone), C1(=CC=CC=C1)OC (anisole). Starting materials: C(C)(C)(C)OC(=O)N1[C@@H](CC(C1)=NOCC)C(=O)O ((2S,4EZ)-1-(tert-butoxycarbonyl)-4-(ethoxyimino)-2-pyrrolidinecarboxylic acid), ClC1=CC(=CC(=C1)N=C=O)Cl (1,3-dichloro-5-isocyanatobenzene), C(C)N1C2=CC=CC=C2C=2C=C(C=CC12)N (9-ethyl-9H-carbazol-3-amine). The product is ClC=1C=C(C=C(C1)Cl)NC(=O)N1[C@@H](CC(C1)=NOCC)C(=O)NC=1C=CC=2N(C3=CC=CC=C3C2C1)CC ((2S,4EZ)-N1-(3,5-dichlorophenyl)-4-(ethoxyimino)-N2-(9-ethyl-9H-carbazol-3-yl)-1,2-pyrrolidinedicarboxamide). RXN SMILES: C(O[C:6]([N:8]1[CH2:12][C:11](=[N:13][O:14][CH2:15][CH3:16])[CH2:10][C@H:9]1[C:17]([OH:19])=O)=[O:7])(C)(C)C.[Cl:20][C:21]1[CH:26]=[C:25]([N:27]=C=O)[CH:24]=[C:23]([Cl:30])[CH:22]=1.[CH2:31]([N:33]1[C:45]2[CH:44]=[CH:43][C:42]([NH2:46])=[CH:41][C:40]=2[C:39]2[C:34]1=[CH:35][CH:36]=[CH:37][CH:38]=2)[CH3:32]>>[Cl:20][C:21]1[CH:26]=[C:25]([NH:27][C:6]([N:8]2[CH2:12][C:11](=[N:13][O:14][CH2:15][CH3:16])[CH2:10][C@H:9]2[C:17]([NH:46][C:42]2[CH:43]=[CH:44][C:45]3[N:33]([CH2:31][CH3:32])[C:34]4[C:39]([C:40]=3[CH:41]=2)=[CH:38][CH:37]=[CH:36][CH:35]=4)=[O:19])=[O:7])[CH:24]=[C:23]([Cl:30])[CH:22]=1. Reported procedure: Following the general method as outlined in Example 22, starting from (2S,4EZ)-1-(tert-butoxycarbonyl)-4-(ethoxyimino)-2-pyrrolidinecarboxylic acid, 1,3-dichloro-5-isocyanatobenzene, and 9-ethyl-9H-carbazol-3-amine the title compound was obtained in 43% purity by LC/MS. MS(ESI+): m/z=552.6. Starting materials: Cc1cc(Cl)nc(N)n1, CCN(C(C)C)C(C)C, Cc1cc(N)c2cc(C(=O)Nc3ccc(CN)cc3)ccc2n1, CN(C)C=O. The product is Cc1cc(NCc2ccc(NC(=O)c3ccc4nc(C)cc(N)c4c3)cc2)nc(N)n1. As a reaction SMILES: [CH3:24][c:25]1[cH:26][c:27]([Cl:28])[n:29][c:30]([NH2:31])[n:32]1.[CH:33]([N:34]([CH:35]([CH3:36])[CH3:37])[CH2:38][CH3:39])([CH3:40])[CH3:41].[NH2:1][c:2]1[cH:3][c:4]([CH3:23])[n:5][c:6]2[cH:7][cH:8][c:9]([C:12](=[O:13])[NH:14][c:15]3[cH:16][cH:17][c:18]([CH2:19][NH2:20])[cH:21][cH:22]3)[cH:10][c:11]12.[O:42]=[CH:43][N:44]([CH3:45])[CH3:46]>>[NH2:1][c:2]1[cH:3][c:4]([CH3:23])[n:5][c:6]2[cH:7][cH:8][c:9]([C:12](=[O:13])[NH:14][c:15]3[cH:16][cH:17][c:18]([CH2:19][NH:20][c:27]4[cH:26][c:25]([CH3:24])[n:32][c:30]([NH2:31])[n:29]4)[cH:21][cH:22]3)[cH:10][c:11]12. Starting materials: COC1=CC(C(=O)O)=NC2=CC=CC=C12 (4-Methoxyquinaldic acid), NC1=NN=NN1 (5-Aminotetrazole), N,N'-carbonyldiimidazole. Run in CN(C=O)C (dimethylformamide). Conditions: time 6 hour. The product is COC1=CC(C(=O)NC2=NN=NN2)=NC2=CC=CC=C12 (4-methoxy-N(1H-tetrazol- 5-yl)quinaldamide), ( d ). As a reaction SMILES: [CH3:1][O:2][C:3]1[C:15]2[C:10](=[CH:11][CH:12]=[CH:13][CH:14]=2)[N:9]=[C:5]([C:6](O)=[O:7])[CH:4]=1.[NH2:16][C:17]1[NH:21][N:20]=[N:19][N:18]=1>CN(C)C=O>[CH3:1][O:2][C:3]1[C:15]2[C:10](=[CH:11][CH:12]=[CH:13][CH:14]=2)[N:9]=[C:5]([C:6]([NH:16][C:17]2[NH:21][N:20]=[N:19][N:18]=2)=[O:7])[CH:4]=1. Reported procedure: 4-Methoxyquinaldic acid (7.25 g) was dissolved in dry dimethylformamide (20 ml). N,N'-carbonyldiimidazole (5.8 g) was added, and the solution was stirred for 6 hours at room temperature. 5-Aminotetrazole (3.69 g) was added and the mixture was stirred overnight at room temperature. The solid was filtered off, washed with methanol and dissolved in dimethylformamide (50 ml) with the minimum addition of dimethylaminoethanol to effect dissolution. Water (50 ml) was added, and the solution was adjuste...